Dataset: the Open Reaction Database (ORD), a public repository of structured organic reaction records. Task: describe an organic reaction: reactants, conditions, products, and yield Reactants: CC(C)CCO, COc1cc2nc(Cl)nc(N)c2cc1OC, O=C(C=Cc1ccco1)N1CCNCC1. Yields the product COc1cc2nc(N3CCN(C(=O)C=Cc4ccco4)CC3)nc(N)c2cc1OC. As a reaction SMILES: [CH2:32]([OH:33])[CH2:34][CH:35]([CH3:36])[CH3:37].[Cl:1][c:2]1[n:3][c:4]2[cH:5][c:6]([O:15][CH3:16])[c:7]([O:13][CH3:14])[cH:8][c:9]2[c:10]([NH2:12])[n:11]1.[o:17]1[c:18]([CH:22]=[CH:23][C:24](=[O:25])[N:26]2[CH2:27][CH2:28][NH:29][CH2:30][CH2:31]2)[cH:19][cH:20][cH:21]1>>[c:2]1([N:29]2[CH2:28][CH2:27][N:26]([C:24]([CH:23]=[CH:22][c:18]3[o:17][cH:21][cH:20][cH:19]3)=[O:25])[CH2:31][CH2:30]2)[n:3][c:4]2[cH:5][c:6]([O:15][CH3:16])[c:7]([O:13][CH3:14])[cH:8][c:9]2[c:10]([NH2:12])[n:11]1. Starting materials: CCOC(=O)Cn1nc(C)nc1-c1ccccc1-c1nc2cc(-c3cnc(N)nc3)ccc2n1C(C)(C)C, CC#N. Product: Cc1nc(-c2ccccc2-c2nc3cc(-c4cnc(N)nc4)ccc3n2C(C)(C)C)n(CC(=O)O)n1. RXN SMILES: [CH2:1]([CH3:2])[O:3][C:4]([CH2:5][n:6]1[n:7][c:8]([CH3:37])[n:9][c:10]1-[c:11]1[c:12](-[c:17]2[n:18][c:19]3[c:20]([n:21]2[C:22]([CH3:23])([CH3:24])[CH3:25])[cH:26][cH:27][c:28](-[c:30]2[cH:31][n:32][c:33]([NH2:36])[n:34][cH:35]2)[cH:29]3)[cH:13][cH:14][cH:15][cH:16]1)=[O:38].[CH3:39][C:40]#[N:41]>>[O:3]=[C:4]([CH2:5][n:6]1[n:7][c:8]([CH3:37])[n:9][c:10]1-[c:11]1[c:12](-[c:17]2[n:18][c:19]3[c:20]([n:21]2[C:22]([CH3:23])([CH3:24])[CH3:25])[cH:26][cH:27][c:28](-[c:30]2[cH:31][n:32][c:33]([NH2:36])[n:34][cH:35]2)[cH:29]3)[cH:13][cH:14][cH:15][cH:16]1)[OH:38].